Dataset: the Open Reaction Database (ORD), a public repository of structured organic reaction records. Task: describe an organic reaction: reactants, conditions, products, and yield Reactants: C1CCNC1, CS(=O)(=O)OCC1CC1Cc1cc(-c2ccc3cn(Cc4ccccc4)nc3c2)c2c(N)ncnn12, CCN(C(C)C)C(C)C, CN(C)C=O. The product is Nc1ncnn2c(CC3CC3CN3CCCC3)cc(-c3ccc4cn(Cc5ccccc5)nc4c3)c12. RXN SMILES: [CH2:37]1[CH2:38][CH2:39][NH:40][CH2:41]1.[CH3:1][S:2]([O:3][CH2:6][CH:7]1[CH:8]([CH2:10][c:11]2[cH:12][c:13](-[c:21]3[cH:22][cH:23][c:24]4[cH:25][n:26]([CH2:30][c:31]5[cH:32][cH:33][cH:34][cH:35][cH:36]5)[n:27][c:28]4[cH:29]3)[c:14]3[c:15]([NH2:20])[n:16][cH:17][n:18][n:19]23)[CH2:9]1)(=[O:4])=[O:5].[CH:42]([N:43]([CH2:44][CH3:45])[CH:46]([CH3:47])[CH3:48])([CH3:49])[CH3:50].[O:51]=[CH:52][N:53]([CH3:54])[CH3:55]>>[CH2:6]([CH:7]1[CH:8]([CH2:10][c:11]2[cH:12][c:13](-[c:21]3[cH:22][cH:23][c:24]4[cH:25][n:26]([CH2:30][c:31]5[cH:32][cH:33][cH:34][cH:35][cH:36]5)[n:27][c:28]4[cH:29]3)[c:14]3[c:15]([NH2:20])[n:16][cH:17][n:18][n:19]23)[CH2:9]1)[N:40]1[CH2:39][CH2:38][CH2:37][CH2:41]1. Reactants: N(=O)[O-].[Na+] (sodium nitrite), S(=O)(C1=CC=C(C=C1)N)(=O)O (sulfanilic acid), [OH-].[Na+] (sodium hydroxide), diazonium, OC1=C(OCCOCCOC2=C(C=CC=C2)O)C=CC=C1 ([-2-(2-hydroxyphenoxy)-ethyl]-ether), [OH-].[Na+] (sodium hydroxide), Cl (hydrochloric acid), S(=O)([O-])S(=O)[O-].[Na+].[Na+] (sodium dithionite). Run in O (water), glass. Conditions: temperature 2.5 celsius, time 1.5 hour. The product is OC1=C(OCCOCCOC2=C(C=CC(=C2)N)O)C=C(C=C1)N (Bis-[2-(2-hydroxy-5-aminophenoxy)-ethy]-ether). Reaction SMILES: S(O)(=O)([C:3]1[CH:8]=[CH:7][C:6]([NH2:9])=[CH:5][CH:4]=1)=O.[N:12]([O-])=O.[Na+].Cl.[OH:17][C:18]1[CH:37]=[CH:36][CH:35]=[CH:34][C:19]=1[O:20][CH2:21][CH2:22][O:23][CH2:24][CH2:25][O:26]C1C=CC=CC=1O.S(S([O-])=O)([O-])=O.[Na+].[Na+].[OH-:46].[Na+]>O>[OH:46][C:3]1[CH:8]=[CH:7][C:6]([NH2:9])=[CH:5][C:4]=1[O:26][CH2:25][CH2:24][O:23][CH2:22][CH2:21][O:20][C:19]1[CH:34]=[C:35]([NH2:12])[CH:36]=[CH:37][C:18]=1[OH:17] |f:1.2,5.6.7,8.9|. Reported procedure: In a 600 ml glass beaker, 13.9 g (0.08 mole) of sulfanilic acid were dissolved in 41 ml of 10% sodium hydroxide solution and a solution of 5.7 g (0.08 mole) of sodium nitrite in 30 ml of water was added to the resulting solution. After the mixture had been cooled to 0-5° C., 72 ml of 10% hydrochloric acid were added dropwise over a period of 45 minutes. This cold diazonium solution was then added dropwise over a period of 30 minutes at 0-5° C. to a solution of 11.8 g (0.04 mole) of bis-([-2-(2-h... Reactants: 16, C(C1=CC=CC=C1)(=O)N1C=CC(C=C1)CC1=NC2=C(N1C)C=CC=C2 (1-benzoyl-1,4-dihydro-4-[(1-methyl-1H-benzimidazol-2-yl)methyl]pyridine), [H][H] (hydrogen). Reagents/catalysts: [Pd] (palladium-on-charcoal). Solvent: CO (methanol). The product is C(C1=CC=CC=C1)(=O)N1CC=C(C=C1)CC1=NC2=C(N1C)C=CC=C2 (1-benzoyl-4-[(1-methyl-1H-benzimidazol-2-yl)methyl]pyridine). Isolated yield 58.5%. As a reaction SMILES: [C:1]([N:9]1[CH:14]=[CH:13][CH:12]([CH2:15][C:16]2[N:20]([CH3:21])[C:19]3[CH:22]=[CH:23][CH:24]=[CH:25][C:18]=3[N:17]=2)[CH:11]=[CH:10]1)(=[O:8])[C:2]1[CH:7]=[CH:6][CH:5]=[CH:4][CH:3]=1.[H][H]>[Pd].CO>[C:1]([N:9]1[CH:10]=[CH:11][C:12]([CH2:15][C:16]2[N:20]([CH3:21])[C:19]3[CH:22]=[CH:23][CH:24]=[CH:25][C:18]=3[N:17]=2)=[CH:13][CH2:14]1)(=[O:8])[C:2]1[CH:7]=[CH:6][CH:5]=[CH:4][CH:3]=1. Reported procedure: A mixture of 16 parts of 1-benzoyl-1,4-dihydro-4-[(1-methyl-1H-benzimidazol-2-yl)methyl]pyridine and 160 parts of methanol was hydrogenated at normal pressure and at 50° C. with 5 parts of palladium-on-charcoal catalyst 10%. After the calculated amount of hydrogen was taken up, the catalyst was filtered off and the filtrate was evaporated. The residue was purified by column chromatography over silica gel using a mixture of trichloromethane and methanol (97.5:2.5 by volume) as eluent. The pure fr... The reactants are C(C1=CC=CC=C1)N1CC(CC1)C1=CC(=C(C=C1)NS(=O)(=O)C1=CC=C(C=C1)C(C)C)F (N-[4-(1-benzyl-pyrrolidin-3-yl)-2-fluoro-phenyl]-4-isopropyl-benzenesulfonamide). Reagents/catalysts: [Pd] (palladium on carbon). The solvent is C(C)(=O)OCC (ethyl acetate), C(C)(=O)O (acetic acid). Yields the product FC1=C(C=CC(=C1)C1CNCC1)NS(=O)(=O)C1=CC=C(C=C1)C(C)C (N-(2-Fluoro-4-pyrrolidin-3-yl-phenyl)-4-isopropyl-benzenesulfonamide). As a reaction SMILES: C([N:8]1[CH2:12][CH2:11][CH:10]([C:13]2[CH:18]=[CH:17][C:16]([NH:19][S:20]([C:23]3[CH:28]=[CH:27][C:26]([CH:29]([CH3:31])[CH3:30])=[CH:25][CH:24]=3)(=[O:22])=[O:21])=[C:15]([F:32])[CH:14]=2)[CH2:9]1)C1C=CC=CC=1>[Pd].C(OCC)(=O)C.C(O)(=O)C>[F:32][C:15]1[CH:14]=[C:13]([CH:10]2[CH2:11][CH2:12][NH:8][CH2:9]2)[CH:18]=[CH:17][C:16]=1[NH:19][S:20]([C:23]1[CH:28]=[CH:27][C:26]([CH:29]([CH3:31])[CH3:30])=[CH:25][CH:24]=1)(=[O:22])=[O:21]. Procedure: A mixture of N-[4-(1-benzyl-pyrrolidin-3-yl)-2-fluoro-phenyl]-4-isopropyl-benzenesulfonamide (170 mg, 0.31 mmol) and 10% palladium on carbon (20 mg) in ethyl acetate (25 ml) and acetic acid (10 ml) was hydrogenated over night (20% conversion). The reaction mixture was irradiated with an infra-red lamp for 3 h (complete conversion). The catalyst was filtered, and the solvent was removed under vacuum to yield an oil (45 mg, 64% purity, 26%).